From a dataset of the Open Reaction Database (ORD), a public repository of structured organic reaction records. describe an organic reaction: reactants, conditions, products, and yield Reactants: NC=1C(=NC=C(C1)C)CCCCN (3-amino-2-(4-aminobutyl)-5-methylpyridine), N(=O)[O-].[Na+] (sodium nitrite), cuprous chloride, Cl (hydrochloric acid). Reagents/catalysts: [Cu] (copper bronze). Yields the product ClC=1C(=NC=C(C1)C)CCCCN (3-chloro-2-(4-aminobutyl)-5-methylpyridine). Reaction SMILES: N[C:2]1[C:3]([CH2:9][CH2:10][CH2:11][CH2:12][NH2:13])=[N:4][CH:5]=[C:6]([CH3:8])[CH:7]=1.N([O-])=O.[Na+].[ClH:18]>[Cu]>[Cl:18][C:2]1[C:3]([CH2:9][CH2:10][CH2:11][CH2:12][NH2:13])=[N:4][CH:5]=[C:6]([CH3:8])[CH:7]=1 |f:1.2|. Reported procedure: Reaction of 3-amino-2-(4-aminobutyl)-5-methylpyridine from Example 1(d) (0.5 g) with sodium nitrite, cuprous chloride, copper bronze and hydrochloric acid under conditions analogous to those of Example 1(e) gave 3-chloro-2-(4-aminobutyl)-5-methylpyridine (0.43 g) as an oil. N.M.R. (CDCl3) assignment δ(p.p.m.), multiplicity; NH2, 1.56, s; CH2 (CH2)2CH2NH2, 1.4-1.9, m; 5--CH3, 2.29, s; --CH2NH2, 2.74; m; --CH2 (CH2)3NH2, 2.91, m; 4H+6H pyridyl protons, 7.45+8.24, m×2;